Dataset: the Open Reaction Database (ORD), a public repository of structured organic reaction records. Task: describe an organic reaction: reactants, conditions, products, and yield Reactants: NC1CCCc2c1[nH]c1ccc(Br)cc21, COC(=O)Cl. Yields the product COC(=O)NC1CCCc2c1[nH]c1ccc(Br)cc21. RXN SMILES: [Br:1][c:2]1[cH:3][c:4]2[c:5]3[c:10]([nH:11][c:12]2[cH:13][cH:14]1)[CH:9]([NH2:15])[CH2:8][CH2:7][CH2:6]3.[Cl:16][C:17](=[O:18])[O:19][CH3:20]>>[Br:1][c:2]1[cH:3][c:4]2[c:5]3[c:10]([nH:11][c:12]2[cH:13][cH:14]1)[CH:9]([NH:15][C:17](=[O:18])[O:19][CH3:20])[CH2:8][CH2:7][CH2:6]3. Reactants: COC1=C(CNC2=NC=CC3=C2C(N(C3)C)=O)C=CC(=C1)OC (4-[(2,4-dimethoxybenzyl)amino]-2-methyl-1,2-dihydro-3H-pyrrolo[3,4-c]pyridin-3-one), [OH-].[Na+] (NaOH). Reaction SMILES: COC1C=C(OC)C=CC=1C[NH:6][C:7]1[C:12]2[C:13](=[O:17])[N:14]([CH3:16])[CH2:15][C:11]=2[CH:10]=[CH:9][N:8]=1.[OH-].[Na+]>Cl>[NH2:6][C:7]1[C:12]2[C:13](=[O:17])[N:14]([CH3:16])[CH2:15][C:11]=2[CH:10]=[CH:9][N:8]=1 |f:1.2|. Product: NC1=NC=CC2=C1C(N(C2)C)=O (4-amino-2-methyl-1,2-dihydro-3H-pyrrolo[3,4-c]pyridin-3-one). Procedure details: A solution of 4-[(2,4-dimethoxybenzyl)amino]-2-methyl-1,2-dihydro-3H-pyrrolo[3,4-c]pyridin-3-one (1.8 g, 5.7 mmol) in 37% HCl (7.0 mL) was stirred at rt for 16 hours. The reaction mixture was neutralized with NaOH and extracted with EtOAc (15 mL). The organic layer was washed with water (10 mL), washed with brine (10 mL), dried over Na2SO4, filtered, and concentrated under reduced pressure to yield a red solid. The crude material was purified by silica gel chromatography on the combi-flash Rf sy... The solvent is Cl (HCl).